From a dataset of the Open Reaction Database (ORD), a public repository of structured organic reaction records. describe an organic reaction: reactants, conditions, products, and yield Reactants: CC(=O)Nc1ccc(CN2CCC(NC(=O)C(F)(F)F)C2=O)cc1, CC(=O)O, CC(=O)OC(C)=O, O=N[O-], [Na+], O. Yields the product CC(=O)Nc1ccc(CN2CCC(NC(=O)C(F)(F)F)C2=O)cc1[N+](=O)[O-]. RXN SMILES: [C:1]([CH3:2])(=[O:3])[NH:4][c:5]1[cH:6][cH:7][c:8]([CH2:9][N:10]2[C:11](=[O:22])[CH:12]([NH:15][C:16]([C:17]([F:18])([F:19])[F:20])=[O:21])[CH2:13][CH2:14]2)[cH:23][cH:24]1.[C:36]([OH:37])(=[O:38])[CH3:39].[CH3:25][C:26]([O:27][C:28](=[O:29])[CH3:30])=[O:31].[N:32](=[O:33])[O-:34].[Na+:35].[OH2:40]>>[C:1]([CH3:2])(=[O:3])[NH:4][c:5]1[cH:6][cH:7][c:8]([CH2:9][N:10]2[C:11](=[O:22])[CH:12]([NH:15][C:16]([C:17]([F:18])([F:19])[F:20])=[O:21])[CH2:13][CH2:14]2)[cH:23][c:24]1[N+:32](=[O:33])[O-:34]. Starting materials: IC1=CC=CC=C1 (iodo benzene), C([O-])([O-])=O.[K+].[K+] (potassium carbonate), [N+](=O)([O-])C1=CC=CC=C1 (nitrobenzene), C1(=CC=C(C=C1)NC1=CC=C2CCC=3C=CC=C1C32)C (5-[N-(4-tolyl)amino]acenaphthene), resultant mixture, C1(=CC=C(C=C1)NC1=CC=C2CCC=3C=CC=C1C32)C (5-[N-(4-tolyl)amino]acenaphthene). Procedure details: 4.66 g (0.018 mol) of the above prepared 5-[N-(4-tolyl)amino]acenaphthene was mixed with 4.99 g (0.022 mol) of iodo benzene, 0.13 g (0.002 mol) of copper powder, 2.76 g (0.02 mol) of anhydrous potassium carbonate and 5 ml of nitrobenzene, and the resultant mixture was stirred at 200° C. for 25 hours. The reaction was determined to be finished when disappearance of 5-[N-(4-tolyl)amino]acenaphthene was identified. 100 ml of toluene was added thereto to dissolve the reaction product, and the mixtur... Reagents/catalysts: [Cu] (copper). RXN SMILES: [C:1]1([CH3:20])[CH:6]=[CH:5][C:4]([NH:7][C:8]2[C:18]3[C:19]4[C:11]([CH2:12][CH2:13][C:14]=4[CH:15]=[CH:16][CH:17]=3)=[CH:10][CH:9]=2)=[CH:3][CH:2]=1.I[C:22]1[CH:27]=[CH:26][CH:25]=[CH:24][CH:23]=1.C(=O)([O-])[O-].[K+].[K+].[N+](C1C=CC=CC=1)([O-])=O>[Cu].C1(C)C=CC=CC=1>[C:1]1([CH3:20])[CH:2]=[CH:3][C:4]([N:7]([C:8]2[C:18]3[C:19]4[C:11]([CH2:12][CH2:13][C:14]=4[CH:15]=[CH:16][CH:17]=3)=[CH:10][CH:9]=2)[C:22]2[CH:27]=[CH:26][CH:25]=[CH:24][CH:23]=2)=[CH:5][CH:6]=1 |f:2.3.4|. Solvent: C1(=CC=CC=C1)C (toluene). The product is C1(=CC=C(C=C1)N(C1=CC=CC=C1)C1=CC=C2CCC=3C=CC=C1C32)C (5-[N-(4-tolyl)-N-phenylamino]acenaphthene). Yield: 83.8%.